From a dataset of the Open Reaction Database (ORD), a public repository of structured organic reaction records. describe an organic reaction: reactants, conditions, products, and yield Reactants: ClC1=C(C(=NC2=CC(=CC=C12)F)C1=C(C=CC=C1)SC)C (4-chloro-7-fluoro-3-methyl-2-(2-(methylthio)phenyl)quinoline), O (water), C[N+]1(CCOCC1)[O-] (NMO). Reagents/catalysts: [Os](=O)(=O)(=O)=O (osmium tetroxide). The solvent is CC(=O)C (acetone). Conditions: time 35 hour. Product: ClC1=C(C(=NC2=CC(=CC=C12)F)C1=C(C=CC=C1)S(=O)(=O)C)C (4-chloro-7-fluoro-3-methyl-2-(2-(methylsulfonyl)-phenyl)quinoline). RXN SMILES: [Cl:1][C:2]1[C:11]2[C:6](=[CH:7][C:8]([F:12])=[CH:9][CH:10]=2)[N:5]=[C:4]([C:13]2[CH:18]=[CH:17][CH:16]=[CH:15][C:14]=2[S:19][CH3:20])[C:3]=1[CH3:21].[OH2:22].C[N+]1([O-])CC[O:27]CC1>CC(C)=O.[Os](=O)(=O)(=O)=O>[Cl:1][C:2]1[C:11]2[C:6](=[CH:7][C:8]([F:12])=[CH:9][CH:10]=2)[N:5]=[C:4]([C:13]2[CH:18]=[CH:17][CH:16]=[CH:15][C:14]=2[S:19]([CH3:20])(=[O:27])=[O:22])[C:3]=1[CH3:21]. Procedure details: To a solution of 4-chloro-7-fluoro-3-methyl-2-(2-(methylthio)phenyl)quinoline (95 mg, 0.30 mmol) (described herein) in acetone (3.5 mL) and water (0.88 mL) was sequentially added NMO (105 mg, 0.90 mmol) and osmium tetroxide (4.7 μL, 0.015 mmol). The reaction mixture was stirred at rt for 35 h, then quenched with 15 mL 10% aqueous sodium thiosulfate solution, concentrated to remove the acetone, and partitioned between EtOAc and 10% aqueous sodium thiosulfate solution. The organic layer was washed... Run in CN(C)C=O (DMF), CN(C)C=O (DMF), O (water). Yields the product C1(CCCCC1)C(=O)NC=1C=C(C=CC1)CCCNC(OC(C)(C)C)=O (tert-butyl 3-(3-(cyclohexanecarboxamido)phenyl)propylcarbamate). Procedure details: To a mixture of cyclohexanecarboxylic acid (21) (0.23 ml, 1.79 mmol), TBTU (0.56 g, 1.74 mmol) and iPr2EtN (0.33 ml, 1.89 mmol) in DMF (20 ml) was added tert-butyl 3-(3-(cyclohexylmethylamino)phenyl)propylcarbamate (17) (0.40 g, 1.59 mmol) in DMF (5 ml). The mixture was stirred at room temperature for 18 h and then diluted with water. The solution was extracted with ethyl acetate and the combined extracts were washed with water, aqueous NaHCO3 and brine, dried over Na2SO4 and concentrated under ... Starting materials: C1(CCCCC1)CNC=1C=C(C=CC1)CCCNC(OC(C)(C)C)=O (tert-butyl 3-(3-(cyclohexylmethylamino)phenyl)propylcarbamate), C1(CCCCC1)C(=O)O (cyclohexanecarboxylic acid), CN(C)C(=[N+](C)C)ON1C2=C(C=CC=C2)N=N1.[B-](F)(F)(F)F (TBTU), C(C)N(C(C)C)C(C)C (iPr2EtN). Conditions: time 18 hour. As a reaction SMILES: [CH:1]1([C:7]([OH:9])=O)[CH2:6][CH2:5][CH2:4][CH2:3][CH2:2]1.CN(C(ON1N=NC2C=CC=CC1=2)=[N+](C)C)C.[B-](F)(F)(F)F.C(N(C(C)C)C(C)C)C.C1(C[NH:48][C:49]2[CH:50]=[C:51]([CH2:55][CH2:56][CH2:57][NH:58][C:59](=[O:65])[O:60][C:61]([CH3:64])([CH3:63])[CH3:62])[CH:52]=[CH:53][CH:54]=2)CCCCC1>CN(C=O)C.O>[CH:1]1([C:7]([NH:48][C:49]2[CH:50]=[C:51]([CH2:55][CH2:56][CH2:57][NH:58][C:59](=[O:65])[O:60][C:61]([CH3:63])([CH3:62])[CH3:64])[CH:52]=[CH:53][CH:54]=2)=[O:9])[CH2:2][CH2:3][CH2:4][CH2:5][CH2:6]1 |f:1.2|.